From a dataset of the Open Reaction Database (ORD), a public repository of structured organic reaction records. describe an organic reaction: reactants, conditions, products, and yield Reactants: O=C([O-])O, CCOCC, ClCCl, [Na+], [Na+], [Na+], O, O, O, O, O, O, CC(O)c1cn(CC(=O)Nc2sc3c(c2C(N)=O)CCCC3)nc1C(F)(F)F, O=S([O-])([O-])=S. Yields the product CC(=O)c1cn(CC(=O)Nc2sc3c(c2C(N)=O)CCCC3)nc1C(F)(F)F. Reaction SMILES: [C:41](=[O:42])([OH:43])[O-:44].[CH3:46][CH2:47][O:48][CH2:49][CH3:50].[Cl:51][CH2:52][Cl:53].[Na+:39].[Na+:40].[Na+:45].[OH2:29].[OH2:30].[OH2:31].[OH2:32].[OH2:33].[OH2:54].[OH:1][CH:2]([CH3:3])[c:4]1[c:5]([C:25]([F:26])([F:27])[F:28])[n:6][n:7]([CH2:9][C:10](=[O:11])[NH:12][c:13]2[c:14]([C:22](=[O:23])[NH2:24])[c:15]3[c:16]([s:17]2)[CH2:18][CH2:19][CH2:20][CH2:21]3)[cH:8]1.[S:34]([O-:35])([O-:36])(=[O:37])=[S:38]>>[O:1]=[C:2]([CH3:3])[c:4]1[c:5]([C:25]([F:26])([F:27])[F:28])[n:6][n:7]([CH2:9][C:10](=[O:11])[NH:12][c:13]2[c:14]([C:22](=[O:23])[NH2:24])[c:15]3[c:16]([s:17]2)[CH2:18][CH2:19][CH2:20][CH2:21]3)[cH:8]1. The reactants are N1CCOCCOCCOCC1 (1-aza-4,7,10-trioxacyclododecane), C12(CC3CC(CC(C1)C3)C2)C(=O)Cl (1-adamantylcarbonyl chloride). Yields the product C12(CC3CC(CC(C1)C3)C2)C(=O)N2CCOCCOCCOCC2 (1-(1-Adamantylcarbonyl)-1-aza-4,7,10-trioxacyclododecane). Reaction SMILES: [NH:1]1[CH2:12][CH2:11][O:10][CH2:9][CH2:8][O:7][CH2:6][CH2:5][O:4][CH2:3][CH2:2]1.[C:13]12([C:23](Cl)=[O:24])[CH2:22][CH:17]3[CH2:18][CH:19]([CH2:21][CH:15]([CH2:16]3)[CH2:14]1)[CH2:20]2>>[C:13]12([C:23]([N:1]3[CH2:12][CH2:11][O:10][CH2:9][CH2:8][O:7][CH2:6][CH2:5][O:4][CH2:3][CH2:2]3)=[O:24])[CH2:20][CH:19]3[CH2:18][CH:17]([CH2:16][CH:15]([CH2:21]3)[CH2:14]1)[CH2:22]2. Reported procedure: Analogously to Example 14 from 1-aza-4,7,10-trioxacyclododecane and 1-adamantylcarbonyl chloride. The reactants are C(C)N1N=CC(=C(C1=O)Br)Br (2-ethyl-4,5-dibromo-3(2H)pyridazinone), O (water), O1C(=CC=C1)CN (2-furanylmethylamine), C([O-])([O-])=O.[Na+].[Na+] (sodium carbonate). Run in O1CCOCC1 (1,4-dioxane). Run at time 5 hour. Product: C(C)N1N=CC(=C(C1=O)Br)NCC=1OC=CC1 (2Ethyl-4-bromo-5-(2-furanylmethylamino)-3(2H)pyridazinone). Reaction SMILES: [CH2:1]([N:3]1[C:8](=[O:9])[C:7]([Br:10])=[C:6](Br)[CH:5]=[N:4]1)[CH3:2].[O:12]1[CH:16]=[CH:15][CH:14]=[C:13]1[CH2:17][NH2:18].C(=O)([O-])[O-].[Na+].[Na+].O>O1CCOCC1>[CH2:1]([N:3]1[C:8](=[O:9])[C:7]([Br:10])=[C:6]([NH:18][CH2:17][C:13]2[O:12][CH:16]=[CH:15][CH:14]=2)[CH:5]=[N:4]1)[CH3:2] |f:2.3.4|. Procedure: A mixture comprising 564 mg of 2-ethyl-4,5-dibromo-3(2H)pyridazinone, 291 mg of 2-furanylmethylamine, 530 mg of sodium carbonate, 15 ml of water and 15 ml of 1,4-dioxane, was refluxed under stirring for 5 hours. The solvent was distilled off under reduced pressure, and water was poured to the residue thus obtained. The mixture was extracted with ethyl acetate. The extract was washed with water and dried over sodium sulfate. Then, the solvent was distilled off. The residue oily substance thus obt...